Dataset: the Open Reaction Database (ORD), a public repository of structured organic reaction records. Task: describe an organic reaction: reactants, conditions, products, and yield Starting materials: O[C@H]1C[C@@H]2CC[C@H]3[C@@H]4CC[C@H](C(CS(=O)(=O)CCCO)=O)[C@]4(CC[C@@H]3[C@]2(C[C@@H]1OCCC)C)C (3α-hydroxy-21-(3'-hydroxypropylsulfonyl)-2β-propoxy-5α-pregnan-20-one), CCCCCC.CC(=O)C (hexane acetone). Yields the product C(#C)[C@@]1(C[C@H]2CC[C@H]3[C@@H]4CC[C@H](C(CS(=O)(=O)CCCO)=O)[C@]4(CC[C@@H]3[C@]2(CC1)C)C)O (3β-Ethynyl-3α-hydroxy-21-hydroxypropylsufonyl-5β-pregnan-20-one). RXN SMILES: [OH:1][C@@H:2]1[C@@H:28](OCCC)[CH2:27][C@@:26]2([CH3:33])[C@@H:4]([CH2:5][CH2:6][C@@H:7]3[C@@H:25]2[CH2:24][CH2:23][C@@:22]2([CH3:34])[C@H:8]3[CH2:9][CH2:10][C@@H:11]2[C:12](=[O:21])[CH2:13][S:14]([CH2:17][CH2:18][CH2:19][OH:20])(=[O:16])=[O:15])[CH2:3]1.[CH3:35][CH2:36]CCCC.CC(C)=O>>[C:35]([C@@:2]1([OH:1])[CH2:28][CH2:27][C@@:26]2([CH3:33])[C@H:4]([CH2:5][CH2:6][C@@H:7]3[C@@H:25]2[CH2:24][CH2:23][C@@:22]2([CH3:34])[C@H:8]3[CH2:9][CH2:10][C@@H:11]2[C:12](=[O:21])[CH2:13][S:14]([CH2:17][CH2:18][CH2:19][OH:20])(=[O:16])=[O:15])[CH2:3]1)#[CH:36] |f:1.2|. Procedure details: Similarly prepared was 3α-hydroxy-21-(3'-hydroxypropylsulfonyl)-2β-propoxy-5α-pregnan-20-one; TLC Rf (hexane:acetone 2:1)=0.26. Starting materials: CCO, CCOC(=O)C(F)(F)c1cc(F)cc(F)c1, [Li+], [OH-]. The product is O=C(O)C(F)(F)c1cc(F)cc(F)c1. Reaction SMILES: [CH3:19][CH2:20][OH:21].[F:1][c:2]1[cH:3][c:4]([C:9]([C:10](=[O:11])[O:12][CH2:13][CH3:14])([F:15])[F:16])[cH:5][c:6]([F:8])[cH:7]1.[Li+:17].[OH-:18]>>[F:1][c:2]1[cH:3][c:4]([C:9]([C:10](=[O:11])[OH:12])([F:15])[F:16])[cH:5][c:6]([F:8])[cH:7]1. The reactants are COc1cc2nccc(Cl)c2cc1OC, O=C(c1ccccc1)c1ccc(O)cc1. Product: COc1cc2nccc(Oc3ccc(C(=O)c4ccccc4)cc3)c2cc1OC. As a reaction SMILES: [Cl:1][c:2]1[cH:3][cH:4][n:5][c:6]2[cH:7][c:8]([O:14][CH3:15])[c:9]([O:12][CH3:13])[cH:10][c:11]12.[OH:16][c:17]1[cH:18][cH:19][c:20]([C:21](=[O:22])[c:23]2[cH:24][cH:25][cH:26][cH:27][cH:28]2)[cH:29][cH:30]1>>[c:2]1([O:16][c:17]2[cH:18][cH:19][c:20]([C:21](=[O:22])[c:23]3[cH:24][cH:25][cH:26][cH:27][cH:28]3)[cH:29][cH:30]2)[cH:3][cH:4][n:5][c:6]2[cH:7][c:8]([O:14][CH3:15])[c:9]([O:12][CH3:13])[cH:10][c:11]12. Starting materials: COC(C1=CC(=NC=C1)N)=O (2-Amino-isonicotinic acid methyl ester). The solvent is C1CCOC1 (THF). Reaction conditions: temperature -45 celsius. Yields the product NC1=NC=CC(=C1)CO ((2-Amino-pyridin-4-yl)-methanol). Reaction SMILES: C[O:2][C:3](=O)[C:4]1[CH:9]=[CH:8][N:7]=[C:6]([NH2:10])[CH:5]=1>C1COCC1>[NH2:10][C:6]1[CH:5]=[C:4]([CH2:3][OH:2])[CH:9]=[CH:8][N:7]=1. Procedure details: 2-Amino-isonicotinic acid methyl ester (6.0 g, 39.4 mmol) was dissolved in 80 mL anhydrous THF in a flame dried round bottom flask under nitrogen gas. The solution was cooled to −45° C. and LAH (39.4 mL, 1M in THF) was added slowly. The reaction was allowed to warm to 0° C. and was quenched by the addition of 15 mL of 1M NaOH (aq). The solution was filtered and the solid was washed with THF. The filtrate was concentrated to afford the pure product. 1H NMR (DMSO-d6) δ 7.79 (d, 1H, J=5.2 Hz), 6.41...